From a dataset of the Open Reaction Database (ORD), a public repository of structured organic reaction records. describe an organic reaction: reactants, conditions, products, and yield The yield is 77.1%. Reagents/catalysts: [Pd] (Pd-C). Reaction SMILES: C1(COC(=O)[NH:10][C@H:11]([CH3:20])[C:12](=[O:19])[NH:13][N:14]2[CH:18]=[CH:17][CH:16]=[CH:15]2)C=CC=CC=1>[Pd].CO>[NH2:10][C@H:11]([CH3:20])[C:12]([NH:13][N:14]1[CH:18]=[CH:17][CH:16]=[CH:15]1)=[O:19]. The product is N[C@@H](C(=O)NN1C=CC=C1)C ((R)-2-Amino-N-1H-pyrrol-1-ylpropanamide). Run in CO (methanol). Starting materials: C1(=CC=CC=C1)COC(N[C@@H](C(NN1C=CC=C1)=O)C)=O ((R)-phenylmethyl-[1-methyl-2-oxo-2-(1H-pyrrol-1-ylamino)ethyl]carbamate). Procedure details: The CBZ group of (R)-phenylmethyl-[1-methyl-2-oxo-2-(1H-pyrrol-1-ylamino)ethyl]carbamate (5.13 g) was cleaved in a minimal volume of methanol over 5% Pd-C (1.03 g) with H2 (g) (436 ml) under atmospheric conditions. The catalyst was removed by filtration through a pad of celite and the filter cake was washed with methanol. The combined filtrates were concentrated and the residue purified via flash column chromatography (silica gel, 30% EtOH/EtOAc), affording 2.11 g of the product as a oil which c...